Dataset: the Open Reaction Database (ORD), a public repository of structured organic reaction records. Task: describe an organic reaction: reactants, conditions, products, and yield Reactants: FC(C(=O)O)(F)F (Trifluoroacetic acid), CN1C([C@@](CC1)(CC#CC1=NC=CC(=N1)C1=CC=C(C=C1)C(F)(F)F)NC(OC(C)(C)C)=O)=O (tert-butyl N-[(3S)-1-methyl-2-oxo-3-[3-[4-[4-(trifluoromethyl)phenyl]pyrimidin-2-yl]prop-2-ynyl]pyrrolidin-3-yl]carbamate). Solvent: ClCCl (dichloromethane). Conditions: time 1 hour. Yields the product N[C@@]1(C(N(CC1)C)=O)CC#CC1=NC=CC(=N1)C1=CC=C(C=C1)C(F)(F)F ((3S)-3-Amino-1-methyl-3-[3-[4-[4-(trifluoromethyl)phenyl]pyrimidin-2-yl]prop-2-ynyl]pyrrolidin-2-one). The yield is 77.6%. As a reaction SMILES: FC(F)(F)C(O)=O.[CH3:8][N:9]1[CH2:13][CH2:12][C@@:11]([NH:33]C(=O)OC(C)(C)C)([CH2:14][C:15]#[C:16][C:17]2[N:22]=[C:21]([C:23]3[CH:28]=[CH:27][C:26]([C:29]([F:32])([F:31])[F:30])=[CH:25][CH:24]=3)[CH:20]=[CH:19][N:18]=2)[C:10]1=[O:41]>ClCCl>[NH2:33][C@@:11]1([CH2:14][C:15]#[C:16][C:17]2[N:22]=[C:21]([C:23]3[CH:28]=[CH:27][C:26]([C:29]([F:32])([F:31])[F:30])=[CH:25][CH:24]=3)[CH:20]=[CH:19][N:18]=2)[CH2:12][CH2:13][N:9]([CH3:8])[C:10]1=[O:41]. Procedure details: Trifluoroacetic acid (2 mL, 26.9 mmol) was added to a solution of tert-butyl N-[(3S)-1-methyl-2-oxo-3-[3-[4-[4-(trifluoromethyl)phenyl]pyrimidin-2-yl]prop-2-ynyl]pyrrolidin-3-yl]carbamate (which may be prepared as described in Description 7) (555 mg, 1.17 mmol) in dichloromethane (10 mL) at 20° C. and the reaction was stirred for 1 hr. The reaction was quenched by the addition of sat. NaHCO3 and the phases were separated. The organic layer was dried (Na2SO4) and the solvent evaporated to afford ... The reactants are IC1=C(N)C=CC=C1 (2-iodaniline), C(=O)OCC (ethyl formate), [H-].[Na+] (sodium hydride). Solvent: C1CCOC1 (THF), C1CCOC1 (THF). Run at time 24 hour. Product: C(=O)NC1=C(C=CC=C1)I (N-formyl-2-iodoaniline). The yield is 93.1%. RXN SMILES: [I:1][C:2]1[CH:8]=[CH:7][CH:6]=[CH:5][C:3]=1[NH2:4].[CH:9](OCC)=[O:10].[H-].[Na+]>C1COCC1>[CH:9]([NH:4][C:3]1[CH:5]=[CH:6][CH:7]=[CH:8][C:2]=1[I:1])=[O:10] |f:2.3|. Procedure: A solution of 2-iodaniline (6.0 g, 27.4 mmol) and ethyl formate (11.1 mL, 137.4 mmol) in 200 mL of THF was added dropwise to a suspension of sodium hydride (1.4 g, 34.2 mmol) in 250 mL of THF. The mixture was stirred at room temperature for 24 hours, quenched with water and extracted into ethyl acetate. The organic extract was dried (MgSO4), filtered and concentrated to give 6.3 g of crude N-formyl-2-iodoaniline as a tan solid. Starting materials: CNC1=NC=NC(=C1)NC1=CC=C(C=C1)N1CCOCC1 (N-methyl-N′-(4-morpholin-4-yl-phenyl)-pyrimidine-4,6-diamine), ClC1=C(C(=CC=C1)Cl)N=C=O (2,6-dichlorophenyl isocyanate). Run in O1CCOCC1 (dioxane). Run at temperature 80 celsius, time 1.5 hour. Yields the product ClC1=C(C(=CC=C1)Cl)NC(N(C1=NC=NC(=C1)NC1=CC=C(C=C1)N1CCOCC1)C)=O (3-(2,6-Dichloro-Phenyl)-1-methyl-1-[6-(4-morpholin-4-yl-phenylamino)-pyrimidin-4-yl]-urea). RXN SMILES: [CH3:1][NH:2][C:3]1[CH:8]=[C:7]([NH:9][C:10]2[CH:15]=[CH:14][C:13]([N:16]3[CH2:21][CH2:20][O:19][CH2:18][CH2:17]3)=[CH:12][CH:11]=2)[N:6]=[CH:5][N:4]=1.[Cl:22][C:23]1[CH:28]=[CH:27][CH:26]=[C:25]([Cl:29])[C:24]=1[N:30]=[C:31]=[O:32]>O1CCOCC1>[Cl:22][C:23]1[CH:28]=[CH:27][CH:26]=[C:25]([Cl:29])[C:24]=1[NH:30][C:31](=[O:32])[N:2]([CH3:1])[C:3]1[CH:8]=[C:7]([NH:9][C:10]2[CH:15]=[CH:14][C:13]([N:16]3[CH2:17][CH2:18][O:19][CH2:20][CH2:21]3)=[CH:12][CH:11]=2)[N:6]=[CH:5][N:4]=1. Procedure: A mixture of N-methyl-N′-(4-morpholin-4-yl-phenyl)-pyrimidine-4,6-diamine (428.0 mg, 1.5 mmol), 2,6-dichlorophenyl isocyanate (310.2 mg, 1.65 mmol) in dry dioxane (5 mL) is shaken for 1.5 h at 80° C. After evaporation of the solvent in vacuo, the residue is purified by flash chromatography (CH2Cl2/CH3OH). The combined pure fractions are evaporated, the residue triturated with CH2Cl2 and the solid filtered off and dried in vacuo to afford the title compound. The reactants are BrCc1ccccc1, CC(C)c1cc(O)cc2c1C(=O)N(Cc1ccccc1)S2(=O)=O, CCN(CC)C(=S)Cl, CI, CC(C)c1cc(O)cc2c1C(=O)NS2(=O)=O, [Cs], CN(C)C=O. Yields the product CCN(CC)C(=S)Oc1cc(C(C)C)c2c(c1)S(=O)(=O)N(Cc1ccccc1)C2=O. As a reaction SMILES: [Br:20][CH2:21][c:22]1[cH:23][cH:24][cH:25][cH:26][cH:27]1.[CH2:28]([c:29]1[cH:30][cH:31][cH:32][cH:33][cH:34]1)[N:35]1[S:36](=[O:37])(=[O:38])[c:39]2[cH:40][c:41]([OH:50])[cH:42][c:43]([CH:47]([CH3:48])[CH3:49])[c:44]2[C:45]1=[O:46].[CH2:51]([CH3:52])[N:53]([C:54](=[S:55])[Cl:56])[CH2:57][CH3:58].[CH3:1][I:2].[CH:4]([c:5]1[cH:6][c:7]([OH:8])[cH:9][c:10]2[c:11]1[C:12](=[O:13])[NH:14][S:15]2(=[O:16])=[O:17])([CH3:18])[CH3:19].[Cs:3].[O:59]=[CH:60][N:61]([CH3:62])[CH3:63]>>[CH2:28]([c:29]1[cH:30][cH:31][cH:32][cH:33][cH:34]1)[N:35]1[S:36](=[O:37])(=[O:38])[c:39]2[cH:40][c:41]([O:50][C:54]([N:53]([CH2:51][CH3:52])[CH2:57][CH3:58])=[S:55])[cH:42][c:43]([CH:47]([CH3:48])[CH3:49])[c:44]2[C:45]1=[O:46].